From a dataset of the Open Reaction Database (ORD), a public repository of structured organic reaction records. describe an organic reaction: reactants, conditions, products, and yield Reactants: N1CCC(C(=O)OCC)CC1 (ethyl isonipecotate), C([O-])([O-])=O.[K+].[K+] (potassium carbonate), C1(=CC=CC=C1)CCBr (phenylethyl bromide). The solvent is CN(C=O)C (N,N-dimethylformamide), O (water). Run at temperature 70 celsius, time 30 minute. The product is C1(=CC=CC=C1)CCC1(CCNCC1)C(=O)OCC (Ethyl 4-(2-phenylethyl)isonipecotate). Yield: 83.7%. Reaction SMILES: [NH:1]1[CH2:11][CH2:10][CH:4]([C:5]([O:7][CH2:8][CH3:9])=[O:6])[CH2:3][CH2:2]1.C(=O)([O-])[O-].[K+].[K+].[C:18]1([CH2:24][CH2:25]Br)[CH:23]=[CH:22][CH:21]=[CH:20][CH:19]=1>CN(C)C=O.O>[C:18]1([CH2:24][CH2:25][C:4]2([C:5]([O:7][CH2:8][CH3:9])=[O:6])[CH2:3][CH2:2][NH:1][CH2:11][CH2:10]2)[CH:23]=[CH:22][CH:21]=[CH:20][CH:19]=1 |f:1.2.3|. Procedure details: A mixture of ethyl isonipecotate (64 mmol; 10.0 g), anhydrous potassium carbonate (192 mmol; 26.5 g) and phenylethyl bromide (77 mmol, 14.25 g) in anhydrous N,N-dimethylformamide (100 ml) was stirred at 70° C. for 5 hours 30 minutes. After cooling, the reaction mixture was diluted with water (300 ml) and extracted with ethyl acetate (3×200 ml). The combined organic phases were washed with saturated NaCl solution (3×100 ml), dried over sodium sulfate and evaporated under reduced pressure. A crude... Starting materials: FC(C=1C=C(N)C=CC1)(F)F (3-trifluoromethylaniline), NC=1C=C(C(=O)NC2=CC(=C(C=C2)F)F)C=CC1OC (3-amino-N-(3,4-difluoro-phenyl)-4-methoxy-benzamide). Product: title compound, C(C1=CC=CC=C1)(=O)N (benzamide). The yield is 15.0%. As a reaction SMILES: FC(F)(F)C1C=C(C=CC=1)N.N[C:13]1[CH:14]=[C:15]([CH:27]=[CH:28][C:29]=1OC)[C:16]([NH:18]C1C=CC(F)=C(F)C=1)=[O:17]>>[C:16]([NH2:18])(=[O:17])[C:15]1[CH:27]=[CH:28][CH:29]=[CH:13][CH:14]=1. Reported procedure: The title compound was synthesized as in Example 1 using 3-trifluoromethylaniline (1.32 g, 10.6 mmol), CSI (0.85 mL, 9.8 mmol), and 3-amino-N-(3,4-difluoro-phenyl)-4-methoxy-benzamide (0.92 g, 3.3 mmol) to give 0.060 g of benzamide, N-(3,4-difluorophenyl)-4-methoxy-3-[[[[[[3-(trifluoromethyl)phenyl]amino]carbonyl]amino]sulfonyl]amino]-. Microanalysis: C22H17F5N4O5S; calculated: C=48.53; H=3.15; N=10.29. found: C=48.52; H=3.09; N=10.18. MS: M++1=545 Da. Mp 198-200° C. Procedure details: Compound 39 (50 mg, 0.1 mmol) obtained in Example 39 was dissolved in THF (1 mL), and platinum (IV) oxide (23 mg, 0.1 mmol) was added under nitrogen atmosphere. Under hydrogen atmosphere, the mixture was stirred at room temperature for 7 hr. The mixture was filtrated, and the filtrate was concentrated under reduced pressure. The obtained residue was purified by preparative thin layer chromatography (hexane/ethyl acetate=1/4) to give the title compound (compound 41, 12 mg, 24%). The product is O=C1CCCCC2=C1N(C(=N2)CCC)CC2=CC1=C(/C(/C3=C(CC1)C=CC=C3)=C/C3=NOC(N3)=O)C=C2 ((E)-2-(8-oxo-2-propyl-4,5,6,7-tetrahydro-8H-cycloheptaimidazol-1-yl)methyl-5-(5-oxo-4,5-dihydro-1,2,4-oxadiazol-3-yl)methylene-10,11-dihydro-5H-dibenzo[a,d]cycloheptene). Conditions: time 7 hour. Run in C1CCOC1 (THF). The reagents and catalysts are [Pt](=O)=O (platinum (IV) oxide). Reactants: O=C1C=CC=CC2=C1N(C(=N2)CCC)CC2=CC1=C(/C(/C3=C(CC1)C=CC=C3)=C/C3=NOC(N3)=O)C=C2 ((E)-2-(8-oxo-2-propyl-8H-cycloheptaimidazol-1-yl)methyl-5-(5-oxo-4,5-dihydro-1,2,4-oxadiazol-3-yl)methylene-10,11-dihydro-5H-dibenzo[a,d]cycloheptene). The yield is 24.3%. RXN SMILES: [O:1]=[C:2]1[C:8]2[N:9]([CH2:15][C:16]3[CH:37]=[CH:36][C:19]4/[C:20](=[CH:29]/[C:30]5[NH:34][C:33](=[O:35])[O:32][N:31]=5)/[C:21]5[CH:28]=[CH:27][CH:26]=[CH:25][C:22]=5[CH2:23][CH2:24][C:18]=4[CH:17]=3)[C:10]([CH2:12][CH2:13][CH3:14])=[N:11][C:7]=2[CH:6]=[CH:5][CH:4]=[CH:3]1>C1COCC1.[Pt](=O)=O>[O:1]=[C:2]1[C:8]2[N:9]([CH2:15][C:16]3[CH:37]=[CH:36][C:19]4/[C:20](=[CH:29]/[C:30]5[NH:34][C:33](=[O:35])[O:32][N:31]=5)/[C:21]5[CH:28]=[CH:27][CH:26]=[CH:25][C:22]=5[CH2:23][CH2:24][C:18]=4[CH:17]=3)[C:10]([CH2:12][CH2:13][CH3:14])=[N:11][C:7]=2[CH2:6][CH2:5][CH2:4][CH2:3]1. The reactants are ClC1=C(C=2C(=NC=CC2)N1)C (2-chloro-3-methylpyrrolo[2,3-b]pyridine), FC1=CC=C(C(CCl)=O)C=C1 (p-fluorophenacyl chloride). Solvent: C(C)#N (acetonitrile). Yields the product Cl.ClC1=C(C=2C(N(C=CC2)CC(=O)C2=CC=C(C=C2)F)=N1)C (2-Chloro-3-methyl-7-(p-fluorophenacyl)pyrrolo[2,3-b]pyridinehydrochloride). The yield is 114.7%. Reaction SMILES: [Cl:1][C:2]1[NH:10][C:5]2=[N:6][CH:7]=[CH:8][CH:9]=[C:4]2[C:3]=1[CH3:11].[F:12][C:13]1[CH:22]=[CH:21][C:16]([C:17](=[O:20])[CH2:18]Cl)=[CH:15][CH:14]=1>C(#N)C>[ClH:1].[Cl:1][C:2]1[N:10]=[C:5]2[N:6]([CH2:18][C:17]([C:16]3[CH:21]=[CH:22][C:13]([F:12])=[CH:14][CH:15]=3)=[O:20])[CH:7]=[CH:8][CH:9]=[C:4]2[C:3]=1[CH3:11] |f:3.4|. Reported procedure: A solution of 1,2 g (7,2 mmol) 2-chloro-3-methylpyrrolo[2,3-b]pyridine and 1,5 g (8,7 mmol) p-fluorophenacyl chloride in 50 ml acetonitrile was refluxed for 48 h. The mixture was allowed to cool and the precipitated product filtered off. The solid was treated with ethyl acetate and filtered off again affording 1,4 g (57%) of the desired product. As a reaction SMILES: [Cl:1][C:2]1[C:11]2[C:6](=[CH:7][CH:8]=[CH:9][CH:10]=2)[N:5]=[C:4]([C:12]2[CH:17]=[CH:16][C:15]([CH3:18])=[CH:14][CH:13]=2)[CH:3]=1.[NH2:19][CH2:20][CH:21]([OH:24])[CH2:22][OH:23]>>[ClH:1].[C:15]1([CH3:18])[CH:16]=[CH:17][C:12]([C:4]2[CH:3]=[C:2]([NH:19][CH2:20][CH:21]([OH:24])[CH2:22][OH:23])[C:11]3[C:6](=[CH:7][CH:8]=[CH:9][CH:10]=3)[N:5]=2)=[CH:13][CH:14]=1 |f:2.3|. Yields the product Cl.C1(=CC=C(C=C1)C1=NC2=CC=CC=C2C(=C1)NCC(CO)O)C ((RS)-3-(2-p-Tolyl-quinolin-4-ylamino)-propane-1,2-diol hydrochloride). Reported procedure: The title compound, m.p. 255-257° C. and MS: m/e=308 (M+), was prepared from 4-chloro-2-p-tolyl-quinoline and (RS)-3-amino-1,2-propandiol. Starting materials: ClC1=CC(=NC2=CC=CC=C12)C1=CC=C(C=C1)C (4-chloro-2-p-tolyl-quinoline), NCC(CO)O ((RS)-3-amino-1,2-propandiol). The reactants are CN(C)C=O, COc1c(C)cnc(CCl)c1C, Cl, [H-], [Na+], O, Sc1nc2ncccc2[nH]1. Product: COc1c(C)cnc(CSc2nc3ncccc3[nH]2)c1C. RXN SMILES: [CH3:27][N:28]([CH3:29])[CH:30]=[O:31].[Cl:14][CH2:15][c:16]1[n:17][cH:18][c:19]([CH3:25])[c:20]([O:23][CH3:24])[c:21]1[CH3:22].[ClH:13].[H-:11].[Na+:12].[OH2:26].[SH:1][c:2]1[nH:3][c:4]2[c:5]([n:6][cH:7][cH:8][cH:9]2)[n:10]1>>[S:1]([c:2]1[nH:3][c:4]2[c:5]([n:6][cH:7][cH:8][cH:9]2)[n:10]1)[CH2:15][c:16]1[n:17][cH:18][c:19]([CH3:25])[c:20]([O:23][CH3:24])[c:21]1[CH3:22]. Reactants: C(C(O)C)(=O)[O-].[Na+] (sodium lactate), [I-].C(C)(C)=NO[N+]1(CCCCC1)C (N-[(isopropylideneamino)oxy]-N-methyl-piperidinium iodide), C1COCCOCCOCCOCCO1 (15-crown-5). Run in diglycol dimethyl ether, O (water). The product is C(C)(C)=NOCOC(C(O)C)=O ((-)-lactic acid [[(isopropylideneamino)oxy]methyl] ester). As a reaction SMILES: [C:1]([O-:6])(=[O:5])[CH:2]([CH3:4])[OH:3].[Na+].[I-].[C:9](=[N:12][O:13][N+]1(C)CCCCC1)([CH3:11])[CH3:10].[CH2:21]1OCCOCCOCCOCCOC1>O>[C:9](=[N:12][O:13][CH2:21][O:5][C:1](=[O:6])[CH:2]([CH3:4])[OH:3])([CH3:11])[CH3:10] |f:0.1,2.3|. Procedure: 1.1 g of sodium lactate, 3.5 g of N-[(isopropylideneamino)oxy]-N-methyl-piperidinium iodide and 0.1 g of 15-crown-5 in 10 ml of diglycol dimethyl ether are heated at 110° C. under nitrogen for 4 hours. The mixture is then poured into 50 ml of water and extracted three times with ethyl acetate. The organic phase is washed four times with water and subsequently evaporated. After chromatograhy of the residue on a 10-fold amount of silica gel with n-hexane/ethyl acetate (1:1) and evaporation of the ... The reactants are CC(C)(C)N1CC([N+](=O)[O-])([N+](=O)[O-])C1, C=C(C)C, ClC(Cl)Cl, O=C(Cl)OCc1ccccc1. The product is CC(C)(C)N1CC([N+](=O)[O-])([N+](=O)[O-])C1, Cl. As a reaction SMILES: [C:1]([CH3:2])([CH3:3])([CH3:4])[N:5]1[CH2:6][C:7]([N+:9](=[O:10])[O-:11])([N+:12](=[O:13])[O-:14])[CH2:8]1.[CH3:26][C:27](=[CH2:28])[CH3:29].[CH:30]([Cl:31])([Cl:32])[Cl:33].[Cl:15][C:16]([O:17][CH2:18][c:19]1[cH:20][cH:21][cH:22][cH:23][cH:24]1)=[O:25]>>[C:1]([CH3:2])([CH3:3])([CH3:4])[N:5]1[CH2:6][C:7]([N+:9](=[O:10])[O-:11])([N+:12](=[O:13])[O-:14])[CH2:8]1.[ClH:15]. The reactants are Cl (Hydrochloric acid), C[C@@H]1NCCOC1 ((S)-3-Methylmorpholine), BrC1=C(C=C(C=O)C=C1)F (4-bromo-3-fluorobenzaldehyde), C(C)(=O)O[BH-](OC(C)=O)OC(C)=O.[Na+] (sodium triacetoxyborohydride). Solvent: ClC(C)Cl (dichloroethane). Run at time 24 hour. Product: BrC1=C(C=C(CN2[C@H](COCC2)C)C=C1)F ((S)-4-(4-bromo-3-fluorobenzyl)-3-methylmorpholine). The yield is 88.8%. RXN SMILES: [CH3:1][C@H:2]1[CH2:7][O:6][CH2:5][CH2:4][NH:3]1.[Br:8][C:9]1[CH:16]=[CH:15][C:12]([CH:13]=O)=[CH:11][C:10]=1[F:17].C(O[BH-](OC(=O)C)OC(=O)C)(=O)C.[Na+].Cl>ClC(Cl)C>[Br:8][C:9]1[CH:16]=[CH:15][C:12]([CH2:13][N:3]2[CH2:4][CH2:5][O:6][CH2:7][C@@H:2]2[CH3:1])=[CH:11][C:10]=1[F:17] |f:2.3|. Procedure details: (S)-3-Methylmorpholine (119 mg, 0.86 mmol), 4-bromo-3-fluorobenzaldehyde (175 mg, 0.86 mmol) triethylamine (132 μl, 0.95 mmol) and sodium triacetoxyborohydride (274 mg, 1.29 mmol) were dissolved in dichloroethane (2.5 ml). The mixture was stirred at ambient temperature under argon atmosphere for 24 h. Hydrochloric acid (1M) was added until pH 1-2. The mixture was washed with dichloromethane. The aqueous phase was made alkaline with KOH (1M, aq) and extracted with dichloromethane. The combined or...